Dataset: the Open Reaction Database (ORD), a public repository of structured organic reaction records. Task: describe an organic reaction: reactants, conditions, products, and yield The reactants are COc1ccc2c(OCCBr)ccnc2c1, O=c1ccc(Cl)n[nH]1, [K+], [K+], O=C([O-])[O-], CN(C)C=O, O. Product: COc1ccc2c(OCCn3nc(Cl)ccc3=O)ccnc2c1. Reaction SMILES: [Br:15][CH2:16][CH2:17][O:18][c:19]1[cH:20][cH:21][n:22][c:23]2[cH:24][c:25]([O:29][CH3:30])[cH:26][cH:27][c:28]12.[Cl:1][c:2]1[cH:3][cH:4][c:5](=[O:8])[nH:6][n:7]1.[K+:10].[K+:9].[O-:11][C:12]([O-:13])=[O:14].[O:32]=[CH:33][N:34]([CH3:35])[CH3:36].[OH2:31]>>[Cl:1][c:2]1[cH:3][cH:4][c:5](=[O:8])[n:6]([CH2:16][CH2:17][O:18][c:19]2[cH:20][cH:21][n:22][c:23]3[cH:24][c:25]([O:29][CH3:30])[cH:26][cH:27][c:28]23)[n:7]1. The reactants are C(C)OC=1C=C(C=CC1[N+](=O)[O-])N1CCN(CC1)C1CCN(CC1)CCF (1-[3-(ethyloxy)-4-nitrophenyl]-4-[1-(2-fluoroethyl)-4-piperidinyl]piperazine). The reagents and catalysts are [Pt] (platinum). Run in CO.CCOC(=O)C (MeOH EtOAc). Run at time 16 hour. The product is C(C)OC1=C(C=CC(=C1)N1CCN(CC1)C1CCN(CC1)CCF)N ((2-(ethyloxy)-4-{4-[1-(2-fluoroethyl)-4-piperidinyl]-1-piperazinyl}phenyl)amine). The yield is 71.7%. As a reaction SMILES: [CH2:1]([O:3][C:4]1[CH:5]=[C:6]([N:13]2[CH2:18][CH2:17][N:16]([CH:19]3[CH2:24][CH2:23][N:22]([CH2:25][CH2:26][F:27])[CH2:21][CH2:20]3)[CH2:15][CH2:14]2)[CH:7]=[CH:8][C:9]=1[N+:10]([O-])=O)[CH3:2]>CO.CCOC(C)=O.[Pt]>[CH2:1]([O:3][C:4]1[CH:5]=[C:6]([N:13]2[CH2:18][CH2:17][N:16]([CH:19]3[CH2:24][CH2:23][N:22]([CH2:25][CH2:26][F:27])[CH2:21][CH2:20]3)[CH2:15][CH2:14]2)[CH:7]=[CH:8][C:9]=1[NH2:10])[CH3:2] |f:1.2|. Procedure: A mixture of 1-[3-(ethyloxy)-4-nitrophenyl]-4-[1-(2-fluoroethyl)-4-piperidinyl]piperazine (200 mg, 0.53 mmol) and platinum (sulfided, 5 wt. % on carbon, 50 mg, 0.013 mmol) in 20% MeOH/EtOAc (20 mL) was added to a high-pressure hydrogenation reaction flask. The reaction was purged with N2 and vacuum (3×). The reaction was purged with H2 and vacuum (3×). The reaction was then treated with H2 at 50 psi and stirred for approximately 16 h. The reaction was degassed, then poured through a Teflon filte... Procedure: 4,4-Dimethyl-2-[3-(2-nitrophenyl)phenyl]4,5-dihydrooxazole (1.7 g) was heated to reflux for 19 hours in 95% methanolic sulfuric acid (28.7 ml) (prepared by mixing methanol (15 ml), concentrated sulfuric acid (1.15 ml), and water (1.44 ml) and bringing the total volume to 28.7 ml with additional methanol). After cooling, the solution was concentrated to ca. 7 ml and poured into ether (60 ml). The ethereal solution was washed with aqueous potassium carbonate solution and brine,then dried over magn... Solvent: S(O)(O)(=O)=O (sulfuric acid), S(O)(O)(=O)=O (sulfuric acid). RXN SMILES: CC1(C)[CH2:6][O:5][C:4]([C:7]2[CH:12]=[CH:11][CH:10]=[C:9]([C:13]3[CH:18]=[CH:17][CH:16]=[CH:15][C:14]=3[N+:19]([O-:21])=[O:20])[CH:8]=2)=N1.C[OH:24].O>S(=O)(=O)(O)O>[N+:19]([C:14]1[CH:15]=[CH:16][CH:17]=[CH:18][C:13]=1[C:9]1[CH:8]=[C:7]([CH:12]=[CH:11][CH:10]=1)[C:4]([O:5][CH3:6])=[O:24])([O-:21])=[O:20]. The product is [N+](=O)([O-])C1=C(C=CC=C1)C=1C=C(C(=O)OC)C=CC1 (methyl 3-(2-nitrophenyl)benzoate). Starting materials: CO (methanol), O (water), CC1(N=C(OC1)C1=CC(=CC=C1)C1=C(C=CC=C1)[N+](=O)[O-])C (4,4-Dimethyl-2-[3-(2-nitrophenyl)phenyl]4,5-dihydrooxazole), CO (methanol). Reactants: CNC, CO, CN(C)C(=O)c1ccc(-c2ccc3c(n2)Oc2nc(Cl)ccc2C3C(C)(C)C(=O)Nc2nncs2)cc1. Yields the product CN(C)C(=O)c1ccc(-c2ccc3c(n2)Oc2nc(N(C)C)ccc2C3C(C)(C)C(=O)Nc2nncs2)cc1. As a reaction SMILES: [CH3:38][NH:39][CH3:40].[CH3:41][OH:42].[Cl:1][c:2]1[cH:3][cH:4][c:5]2[c:6]([n:7]1)[O:8][c:9]1[c:10]([cH:23][cH:24][c:25](-[c:27]3[cH:28][cH:29][c:30]([C:31](=[O:32])[N:33]([CH3:34])[CH3:35])[cH:36][cH:37]3)[n:26]1)[CH:11]2[C:12]([C:13]([NH:14][c:15]1[s:16][cH:17][n:18][n:19]1)=[O:20])([CH3:21])[CH3:22]>>[c:2]1([N:39]([CH3:38])[CH3:40])[cH:3][cH:4][c:5]2[c:6]([n:7]1)[O:8][c:9]1[c:10]([cH:23][cH:24][c:25](-[c:27]3[cH:28][cH:29][c:30]([C:31](=[O:32])[N:33]([CH3:34])[CH3:35])[cH:36][cH:37]3)[n:26]1)[CH:11]2[C:12]([C:13]([NH:14][c:15]1[s:16][cH:17][n:18][n:19]1)=[O:20])([CH3:21])[CH3:22]. Isolated yield 53.0%. The reactants are ClC(=O)N1C2=C(NC(C3=C1C=CC=C3)=O)C=CC=N2 (11-(chlorocarbonyl)-5,11-dihydro-6H-pyrido[2,3-b][1,4]benzodiazepin-6-one), CN(CCCCC1CN(CCC1)CCN)C (2-[3-[4-(dimethylamino)butyl]-piperidin-l-yl]ethanamine). The product is CN(CCCCC1CN(CCC1)CCNC(=O)N1C2=C(NC(C3=C1C=CC=C3)=O)C=CC=N2)C (5,11-Dihydro-11-[[[2-[3-[4-(dimethylamino)butyl]-piperidin-l-yl]ethyl]amino]carbonyl]-6H-pyrido[2,3-b][1,4]benzodiazepin-6-one). Procedure: Prepared analogously to Example 46 from 11-(chlorocarbonyl)-5,11-dihydro-6H-pyrido[2,3-b][1,4]benzodiazepin-6-one and 2-[3-[4-(dimethylamino)butyl]-piperidin-l-yl]ethanamine in a yield of 53% of theory. Colourless crystals, m.p. 119°-120° C. RXN SMILES: Cl[C:2]([N:4]1[C:10]2[CH:11]=[CH:12][CH:13]=[CH:14][C:9]=2[C:8](=[O:15])[NH:7][C:6]2[CH:16]=[CH:17][CH:18]=[N:19][C:5]1=2)=[O:3].[CH3:20][N:21]([CH3:35])[CH2:22][CH2:23][CH2:24][CH2:25][CH:26]1[CH2:31][CH2:30][CH2:29][N:28]([CH2:32][CH2:33][NH2:34])[CH2:27]1>>[CH3:35][N:21]([CH3:20])[CH2:22][CH2:23][CH2:24][CH2:25][CH:26]1[CH2:31][CH2:30][CH2:29][N:28]([CH2:32][CH2:33][NH:34][C:2]([N:4]2[C:10]3[CH:11]=[CH:12][CH:13]=[CH:14][C:9]=3[C:8](=[O:15])[NH:7][C:6]3[CH:16]=[CH:17][CH:18]=[N:19][C:5]2=3)=[O:3])[CH2:27]1. Starting materials: NC1=C(C(=NC=N1)N[C@@H](C)C1=NN2C(C(N1C1=CC=CC=C1)=O)=C(C=C2)C)I ((S)-2-(1-((6-Amino-5-iodopyrimidin-4-yl)amino)ethyl)-5-methyl-3-phenylpyrrolo[2,1-f][1,2,4]triazin-4(3H)-one), CC1(OB(OC1(C)C)C=1C=NN(C1)CCO)C (2-(4-(4,4,5,5-tetramethyl-1,3,2-dioxaborolan-2-yl)-1H-pyrazol-1-yl)ethanol), C([O-])([O-])=O.[Na+].[Na+] (sodium carbonate). The product is NC1=C(C(=NC=N1)N[C@@H](C)C1=NN2C(C(N1C1=CC=CC=C1)=O)=C(C=C2)C)C=2C=NN(C2)CCO ((S)-2-(1-((6-Amino-5-(1-(2-hydroxyethyl)-1H-pyrazol-4-yl)pyrimidin-4-yl)amino)ethyl)-5-methyl-3-phenylpyrrolo[2,1-f][1,2,4]triazin-4(3H)-one). Isolated yield 8.8%. RXN SMILES: [NH2:1][C:2]1[N:7]=[CH:6][N:5]=[C:4]([NH:8][C@H:9]([C:11]2[N:16]([C:17]3[CH:22]=[CH:21][CH:20]=[CH:19][CH:18]=3)[C:15](=[O:23])[C:14]3=[C:24]([CH3:27])[CH:25]=[CH:26][N:13]3[N:12]=2)[CH3:10])[C:3]=1I.CC1(C)C(C)(C)OB([C:37]2[CH:38]=[N:39][N:40]([CH2:42][CH2:43][OH:44])[CH:41]=2)O1.C(=O)([O-])[O-].[Na+].[Na+]>>[NH2:1][C:2]1[N:7]=[CH:6][N:5]=[C:4]([NH:8][C@H:9]([C:11]2[N:16]([C:17]3[CH:22]=[CH:21][CH:20]=[CH:19][CH:18]=3)[C:15](=[O:23])[C:14]3=[C:24]([CH3:27])[CH:25]=[CH:26][N:13]3[N:12]=2)[CH3:10])[C:3]=1[C:37]1[CH:38]=[N:39][N:40]([CH2:42][CH2:43][OH:44])[CH:41]=1 |f:2.3.4|. Procedure details: (S)-2-(1-((6-Amino-5-iodopyrimidin-4-yl)amino)ethyl)-5-methyl-3-phenylpyrrolo[2,1-f][1,2,4]triazin-4(3H)-one (70 mg, 0.12 mmol) was treated with 2-(4-(4,4,5,5-tetramethyl-1,3,2-dioxaborolan-2-yl)-1H-pyrazol-1-yl)ethanol (66 mg, 0.28 mmol, prepared according to Perry, Benjamin Garfield; Sabin, Verity Margaret from PCT Int. Appl. (2009), WO 2009122148 A1 20091008), sodium carbonate (2M, 565 μl, 1.13 mmol) and 1,1′-bis(diphenylphosphino)ferrocene-palladium(II)dichloride dichloromethane complex (13 ...